From a dataset of the Open Reaction Database (ORD), a public repository of structured organic reaction records. describe an organic reaction: reactants, conditions, products, and yield Starting materials: C(C)(C)(C)OC(=O)N1CCC(CC1)C1CC=2C(=CN=C(C2)Cl)O1 (4-(5-chloro-2,3-dihydro-furo[2,3-c]pyridin-2-yl)-piperidine-1-carboxylic acid tert-butyl ester), C(#N)CC1=CC=C(C=C1)B(O)O (4-(cyanomethyl)phenylboronic acid). Yields the product C(C)(C)(C)OC(=O)N1CCC(CC1)C1CC=2C(=CN=C(C2)C2=CC=C(C=C2)CC#N)O1 (4-[5-(4-Cyanomethyl-phenyl)-2,3-dihydro-furo[2,3-c]pyridin-2-yl]-piperidine-1-carboxylic acid tert-butyl ester). RXN SMILES: [C:1]([O:5][C:6]([N:8]1[CH2:13][CH2:12][CH:11]([CH:14]2[O:23][C:17]3=[CH:18][N:19]=[C:20](Cl)[CH:21]=[C:16]3[CH2:15]2)[CH2:10][CH2:9]1)=[O:7])([CH3:4])([CH3:3])[CH3:2].[C:24]([CH2:26][C:27]1[CH:32]=[CH:31][C:30](B(O)O)=[CH:29][CH:28]=1)#[N:25]>>[C:1]([O:5][C:6]([N:8]1[CH2:13][CH2:12][CH:11]([CH:14]2[O:23][C:17]3=[CH:18][N:19]=[C:20]([C:30]4[CH:31]=[CH:32][C:27]([CH2:26][C:24]#[N:25])=[CH:28][CH:29]=4)[CH:21]=[C:16]3[CH2:15]2)[CH2:10][CH2:9]1)=[O:7])([CH3:4])([CH3:3])[CH3:2]. Reported procedure: The title compound is prepared from 4-(5-chloro-2,3-dihydro-furo[2,3-c]pyridin-2-yl)-piperidine-1-carboxylic acid tert-butyl ester and 4-(cyanomethyl)phenylboronic acid following a procedure analogous to that described in Example 28. LC (method 7): tR=1.22 min; Mass spectrum (ESI+): m/z=420 [M+H]+.